This data is from the Open Reaction Database (ORD), a public repository of structured organic reaction records. The task is: describe an organic reaction: reactants, conditions, products, and yield Reactants: Cc1cc([N+](=O)[O-])cc(C)c1-n1cccc(CCO[Si](c2ccccc2)(c2ccccc2)C(C)(C)C)c1=O, C1CCOC1. Product: Cc1cc(N)cc(C)c1-n1cccc(CCO[Si](c2ccccc2)(c2ccccc2)C(C)(C)C)c1=O. Reaction SMILES: [C:1]([CH3:2])([CH3:3])([CH3:4])[Si:5]([O:6][CH2:7][CH2:8][c:9]1[c:10](=[O:26])[n:11](-[c:15]2[c:16]([CH3:25])[cH:17][c:18]([N+:22]([O-:23])=[O:24])[cH:19][c:20]2[CH3:21])[cH:12][cH:13][cH:14]1)([c:27]1[cH:28][cH:29][cH:30][cH:31][cH:32]1)[c:33]1[cH:34][cH:35][cH:36][cH:37][cH:38]1.[O:39]1[CH2:40][CH2:41][CH2:42][CH2:43]1>>[C:1]([CH3:2])([CH3:3])([CH3:4])[Si:5]([O:6][CH2:7][CH2:8][c:9]1[c:10](=[O:26])[n:11](-[c:15]2[c:16]([CH3:25])[cH:17][c:18]([NH2:22])[cH:19][c:20]2[CH3:21])[cH:12][cH:13][cH:14]1)([c:27]1[cH:28][cH:29][cH:30][cH:31][cH:32]1)[c:33]1[cH:34][cH:35][cH:36][cH:37][cH:38]1. Starting materials: ClC=1C=CC(=C(C(=O)C2=C(C(=C(C=C2C)OC)OC(CC)=O)OC)C1C)OC (5-chloro-6,6'-dimethyl-3'-propionyloxy-2,2',4'-trimethoxybenzophenone), C([O-])([O-])=O.[K+].[K+] (potassium carbonate), CO (methanol). Run in O (water), O (water). Yields the product ClC=1C=CC(=C(C(=O)C2=C(C(=C(C=C2C)OC)O)OC)C1C)OC (5-chloro-6,6'-dimethyl-3'-hydroxy-2,2',4'-trimethoxybenzophenone). Reaction SMILES: [Cl:1][C:2]1[CH:3]=[CH:4][C:5]([O:27][CH3:28])=[C:6]([C:25]=1[CH3:26])[C:7]([C:9]1[C:14]([CH3:15])=[CH:13][C:12]([O:16][CH3:17])=[C:11]([O:18]C(=O)CC)[C:10]=1[O:23][CH3:24])=[O:8].C(=O)([O-])[O-].[K+].[K+].CO>O>[Cl:1][C:2]1[CH:3]=[CH:4][C:5]([O:27][CH3:28])=[C:6]([C:25]=1[CH3:26])[C:7]([C:9]1[C:14]([CH3:15])=[CH:13][C:12]([O:16][CH3:17])=[C:11]([OH:18])[C:10]=1[O:23][CH3:24])=[O:8] |f:1.2.3|. Procedure: A mixture of 66A (6.65 g), potassium carbonate (7.0 g), water (50 ml) and methanol (100 ml) is heated to reflux for 3 hours. Upon cooling to room temperature water is added. The reaction mixture is filtered and the filtrate is acidified with concentrated hydrochloric acid. The solid material is collected and used without further purification. Starting materials: C(C=C)(=O)OCC (ethyl acrylate), C1(CCCC1)N (cyclopentylamine), C(=O)OC(C)(C)C (H-Boc). Solvent: C(C)(=O)OCC.CCCCCCC (ethyl acetate heptane). Product: C(C)(C)(C)OC(=O)N(CCC(=O)OCC)C1CCCC1 (Ethyl N-tertbutoxycarbonyl-3-cyclopentylamino-propanoate). As a reaction SMILES: [C:1]([O:5][CH2:6][CH3:7])(=[O:4])[CH:2]=[CH2:3].[CH:8]1([NH2:13])[CH2:12][CH2:11][CH2:10][CH2:9]1.[CH:14]([O:16][C:17]([CH3:20])([CH3:19])[CH3:18])=[O:15]>C(OCC)(=O)C.CCCCCCC>[C:17]([O:16][C:14]([N:13]([CH:8]1[CH2:12][CH2:11][CH2:10][CH2:9]1)[CH2:3][CH2:2][C:1]([O:5][CH2:6][CH3:7])=[O:4])=[O:15])([CH3:20])([CH3:19])[CH3:18] |f:3.4|. Procedure: The title compound was prepared from ethyl acrylate (1.09 ml, 10 mmol) and cyclopentylamine (0.99 ml, 10 mmol) according to Example 2a. Yield: 2.28 g (80%). ESI-MS: 286.2 (M+H)+, 230.2 (M+H—C4H8)+, 186.2 (M+H-Boc)+. Rf (silica gel; ethyl acetate/heptane, 1:4, v/v): 0.45. Starting materials: BrC(C)C1=CC=NC=2N1N=CN2 (7-(1-bromoethyl)-1,2,4-triazolo[1,5-a]pyrimidine), C(C)SC1=CC=C(C=C1)O (4-(ethylthio)phenol), [H-].[Na+] (sodium hydride). Solvent: COCCOC (1,2-dimethoxyethane), COCCOC (1,2-dimethoxyethane), COCCOC (1,2-dimethoxyethane). Reaction conditions: time 30 minute. Product: C(C)SC1=CC=C(OC(C)C2=CC=NC=3N2N=CN3)C=C1 (7-{1-[4-(ethylthio)phenoxy]ethyl}-1,2,4-triazolo[1,5-a]pyrimidine). Reaction SMILES: [CH2:1]([S:3][C:4]1[CH:9]=[CH:8][C:7]([OH:10])=[CH:6][CH:5]=1)[CH3:2].[H-].[Na+].Br[CH:14]([C:16]1[N:21]2[N:22]=[CH:23][N:24]=[C:20]2[N:19]=[CH:18][CH:17]=1)[CH3:15]>COCCOC>[CH2:1]([S:3][C:4]1[CH:9]=[CH:8][C:7]([O:10][CH:14]([C:16]2[N:21]3[N:22]=[CH:23][N:24]=[C:20]3[N:19]=[CH:18][CH:17]=2)[CH3:15])=[CH:6][CH:5]=1)[CH3:2] |f:1.2|. Procedure: A solution of 4-(ethylthio)phenol (1.54 g) in dry 1,2-dimethoxyethane was added slowly to a stirred suspension of sodium hydride (0.48 g) in dry 1,2-dimethoxyethane (35 ml). The mixture was stirred for 30 minutes, then a solution of 7-(1-bromoethyl)-1,2,4-triazolo[1,5-a]pyrimidine (2.27 g, prepared in a similar manner to that described in Example 6 above) in dry 1,2-dimethoxyethane (85 ml) was added dropwise. The reaction mixture was stirred overnight at room temperature. The sodium bromide was ... Reactants: CC1=CC=C(C=C1)S(=O)(=O)C[N+]#[C-] (TOSMIC), ClC1=CC=C(C=C1)C=CC(=O)C1=CC=CC=C1 (3-(4-chlorophenyl)-1-phenyl-2-propen-1-one), [H-].[Na+] (NaH). Run in CS(=O)C (dimethylsulfoxide), C(C)OCC (ethyl ether), C(C)OCC (ethyl ether). Conditions: time 3 hour. The product is C(C1=CC=CC=C1)(=O)C=1C(=CNC1)C1=CC=C(C=C1)Cl (4-benzoyl-3-(4-chlorophenyl)-1H-pyrrole). Isolated yield 49.4%. RXN SMILES: [H-].[Na+].[Cl:3][C:4]1[CH:9]=[CH:8][C:7]([CH:10]=[CH:11][C:12]([C:14]2[CH:19]=[CH:18][CH:17]=[CH:16][CH:15]=2)=[O:13])=[CH:6][CH:5]=1.CC1C=CC(S([CH2:30][N+:31]#[C-:32])(=O)=O)=CC=1>C(OCC)C.CS(C)=O>[C:12]([C:11]1[C:10]([C:7]2[CH:6]=[CH:5][C:4]([Cl:3])=[CH:9][CH:8]=2)=[CH:30][NH:31][CH:32]=1)(=[O:13])[C:14]1[CH:15]=[CH:16][CH:17]=[CH:18][CH:19]=1 |f:0.1|. Procedure: A suspension of NaH (80% in paraffin) (3.97 g; 0.165 moles) in anhydrous ethyl ether (100 ml), maintained under nitrogen stream, is dropwise added with a solution of 3-(4-chlorophenyl)-1-phenyl-2-propen-1-one (18.11 g; 0075 moles) and tosylmethylisocianide (TOSMIC) (14.60 g; 0.075 moles) in anhydrous dimethylsulfoxide (170 ml) diluted with anhydrous ethyl ether (300 ml). Upon the additions are completed, the mixture is maintained under stirring at room temperature for 3 hours. After dilution wit... Reactants: CN(/C=C/C(=O)C1=NN(C=CC1=O)C1=CC=CC=C1)C (3-((E)-3-Dimethylamino-acryloyl)-1-phenyl-1H-pyridazin-4-one), BrC=1C=C(C=CC1)NN (3-bromophenylhydrazine). Product: BrC=1C=C(C=CC1)N1N=CC=C1C1=NN(C=CC1=O)C1=CC=CC=C1 (3-[2-(3-Bromo-phenyl)-2H-pyrazol-3-yl]-1-phenyl-1H-pyridazin-4-one). Yield: 80.0%. Reaction SMILES: C[N:2](C)/[CH:3]=[CH:4]/[C:5]([C:7]1[C:12](=[O:13])[CH:11]=[CH:10][N:9]([C:14]2[CH:19]=[CH:18][CH:17]=[CH:16][CH:15]=2)[N:8]=1)=O.[Br:21][C:22]1[CH:23]=[C:24]([NH:28]N)[CH:25]=[CH:26][CH:27]=1>>[Br:21][C:22]1[CH:23]=[C:24]([N:28]2[C:5]([C:7]3[C:12](=[O:13])[CH:11]=[CH:10][N:9]([C:14]4[CH:19]=[CH:18][CH:17]=[CH:16][CH:15]=4)[N:8]=3)=[CH:4][CH:3]=[N:2]2)[CH:25]=[CH:26][CH:27]=1. Procedure: The product was obtained starting from 3-((E)-3-Dimethylamino-acryloyl)-1-phenyl-1H-pyridazin-4-one (A-1) and 3-bromophenylhydrazine according to the method described for Example 1 in 80% yield. MS: M=392.8 (M+H)+